From a dataset of the Open Reaction Database (ORD), a public repository of structured organic reaction records. describe an organic reaction: reactants, conditions, products, and yield Starting materials: C(C=C)N1C(C(=NC(=C1C)Cl)Cl)=O (1-allyl-3,5-dichloro-6-methylpyrazinone), I(=O)(=O)(=O)[O-].[Na+] (sodium periodate), O (water). The reagents and catalysts are O.[Ru](Cl)(Cl)Cl (Ruthenium trichloride hydrate). Solvent: C(C)#N (acetonitrile), C(Cl)(Cl)(Cl)Cl (carbon tetrachloride). The product is ClC=1C(N(C(=C(N1)Cl)C)CC(=O)O)=O (3,5-Dichloro-6-methyl-1-carboxymethylpyrazinone). RXN SMILES: [CH2:1]([N:4]1[C:9]([CH3:10])=[C:8]([Cl:11])[N:7]=[C:6]([Cl:12])[C:5]1=[O:13])[CH:2]=C.I([O-])(=O)(=O)=[O:15].[Na+].[OH2:20]>C(#N)C.C(Cl)(Cl)(Cl)Cl.O.[Ru](Cl)(Cl)Cl>[Cl:12][C:6]1[C:5](=[O:13])[N:4]([CH2:1][C:2]([OH:15])=[O:20])[C:9]([CH3:10])=[C:8]([Cl:11])[N:7]=1 |f:1.2,6.7|. Procedure: Ruthenium trichloride hydrate (114 mg, 0.547 mmol) was added to a stirred mixture of 1-allyl-3,5-dichloro-6-methylpyrazinone (5.45 g, 24.98 mmol) and sodium periodate (21.82 g, 0.102 mol) in water (75 ml), acetonitrile (50 ml) and carbon tetrachloride (50 ml). After 3 h the reaction mixture was extracted with methylene chloride (4 times) and the combined extracts were dried (Na2SO4) and evaporated in vacuo to a syrup. The 1H NMR (CDCl3) of this material showed it to be a 1:1 mixture of the acid ...